describe an organic reaction: reactants, conditions, products, and yield From a dataset of the Open Reaction Database (ORD), a public repository of structured organic reaction records. Reactants: C(C)(C)(C)OC(N[C@H](C(=O)N1CCC(CC1)CCN1C2=NC=NC(=C2N=C1SC1=CC2=C(OCO2)C=C1Br)N)C)=O ([(S)-2-(4-{2-[6-Amino-8-(6-bromo-benzo[1,3]dioxol-5-ylsulfanyl)-purin-9-yl]-ethyl}-piperidin-1-yl)-1-methyl-2-oxo-ethyl]-carbamic acid tert-butyl ester), C(=O)(C(F)(F)F)O (TFA). Solvent: C(Cl)Cl (DCM). Run at time 8 hour. Yields the product N[C@H](C(=O)N1CCC(CC1)CCN1C2=NC=NC(=C2N=C1SC1=CC2=C(OCO2)C=C1Br)N)C (9-(2-{1-[(2S)-2-Aminopropanoyl]piperidin-4-yl}ethyl)-8-[(6-bromo-1,3-benzodioxol-5-yl)thio]-9H-purin-6-amine). The yield is 130.2%. As a reaction SMILES: C(OC(=O)[NH:7][C@@H:8]([CH3:40])[C:9]([N:11]1[CH2:16][CH2:15][CH:14]([CH2:17][CH2:18][N:19]2[C:27]([S:28][C:29]3[C:37]([Br:38])=[CH:36][C:32]4[O:33][CH2:34][O:35][C:31]=4[CH:30]=3)=[N:26][C:25]3[C:20]2=[N:21][CH:22]=[N:23][C:24]=3[NH2:39])[CH2:13][CH2:12]1)=[O:10])(C)(C)C.C(O)(C(F)(F)F)=O>C(Cl)Cl>[NH2:7][C@@H:8]([CH3:40])[C:9]([N:11]1[CH2:12][CH2:13][CH:14]([CH2:17][CH2:18][N:19]2[C:27]([S:28][C:29]3[C:37]([Br:38])=[CH:36][C:32]4[O:33][CH2:34][O:35][C:31]=4[CH:30]=3)=[N:26][C:25]3[C:20]2=[N:21][CH:22]=[N:23][C:24]=3[NH2:39])[CH2:15][CH2:16]1)=[O:10]. Procedure details: To a solution of [(S)-2-(4-{2-[6-Amino-8-(6-bromo-benzo[1,3]dioxol-5-ylsulfanyl)-purin-9-yl]-ethyl}-piperidin-1-yl)-1-methyl-2-oxo-ethyl]-carbamic acid tert-butyl ester (0.014 g, 0.021 mmol) in DCM (3 mL) was added drop wise TFA (100 μL) and the resulting mixture was stirred for overnight at room temperature. After concentration under reduced pressure, the residual TFA was removed to afford a title product (0.015 g) as a TFA salt. 1H NMR (CD3OD) δ 8.34 (s, 1H), 7.28 (s, 1H), 7.23 (s, 1H), 6.09 (... Starting materials: O=C1CC[C@H](N1)CN1C(C2(C3=CC=CC=C13)C1=C(OC2)C=C2OCCC2=C1)=O (1′-{[(2S)-5-oxopyrrolidin-2-yl]methyl}-5,6-dihydrospiro[benzo[1,2-b:5,4-b′]difuran-3,3′-indol]-2′(1′H)-one), [H-].[Na+] (sodium hydride), IC (iodomethane). The solvent is CN(C=O)C (N,N-dimethylformamide). Conditions: time 15 minute. Product: CN1[C@@H](CCC1=O)CN1C(C2(C3=CC=CC=C13)C1=C(OC2)C=C2OCCC2=C1)=O (1′-{[(2S)-1-methyl-5-oxopyrrolidin-2-yl]methyl}-5,6-dihydrospiro[benzo[1,2-b:5,4-b′]difuran-3,3′-indol]-2′(1H)-one). Isolated yield 61.7%. As a reaction SMILES: [O:1]=[C:2]1[NH:6][C@H:5]([CH2:7][N:8]2[C:16]3[C:11](=[CH:12][CH:13]=[CH:14][CH:15]=3)[C:10]3([CH2:20][O:19][C:18]4[CH:21]=[C:22]5[C:26](=[CH:27][C:17]3=4)[CH2:25][CH2:24][O:23]5)[C:9]2=[O:28])[CH2:4][CH2:3]1.[H-].[Na+].I[CH3:32]>CN(C)C=O>[CH3:32][N:6]1[C:2](=[O:1])[CH2:3][CH2:4][C@H:5]1[CH2:7][N:8]1[C:16]2[C:11](=[CH:12][CH:13]=[CH:14][CH:15]=2)[C:10]2([CH2:20][O:19][C:18]3[CH:21]=[C:22]4[C:26](=[CH:27][C:17]2=3)[CH2:25][CH2:24][O:23]4)[C:9]1=[O:28] |f:1.2|. Procedure details: To a stirred solution of 1′-{[(2S)-5-oxopyrrolidin-2-yl]methyl}-5,6-dihydrospiro[benzo[1,2-b:5,4-b′]difuran-3,3′-indol]-2′(1′H)-one (0.235 g, 0.623 mmol) in dry N,N-dimethylformamide (10 mL) was added sodium hydride (60% in mineral oil, 0.04 g, 1.04 mmol) at ambient temperature. The mixture was stirred for 15 min, and iodomethane (0.28 g, 2.0 mmol) was added in one portion. The reaction mixture was stirred at ambient temperature for 1 h, and concentrated to dryness. The residue was purified by f... Reactants: NC1=C(C=C(C=C1)N1CCN(CCC1)C(=O)OC(C)(C)C)NS(=O)(=O)C1=CC=CC=C1 (N-{2-amino-5-(4-t-butyloxycarbonyl-1,4-diazepan-1-yl)-phenyl}benzenesulfonamide), C=1(C(=CC=CC1)S(=O)(=O)Cl)C (o-toluenesulfonylchloride). Yields the product Cl.N1(CCNCCC1)C1=CC(=C(C=C1)NS(=O)(=O)C1=C(C=CC=C1)C)NS(=O)(=O)C1=CC=CC=C1 (N-{4-(1,4-diazepan-1-yl)-2-[(phenylsulfonyl)amino]phenyl}-2-methylbenzenesulfonamide hydrochloride). As a reaction SMILES: [NH2:1][C:2]1[CH:7]=[CH:6][C:5]([N:8]2[CH2:14][CH2:13][CH2:12][N:11](C(OC(C)(C)C)=O)[CH2:10][CH2:9]2)=[CH:4][C:3]=1[NH:22][S:23]([C:26]1[CH:31]=[CH:30][CH:29]=[CH:28][CH:27]=1)(=[O:25])=[O:24].[C:32]1([CH3:42])[C:33]([S:38]([Cl:41])(=[O:40])=[O:39])=[CH:34][CH:35]=[CH:36][CH:37]=1>>[ClH:41].[N:8]1([C:5]2[CH:6]=[CH:7][C:2]([NH:1][S:38]([C:33]3[CH:34]=[CH:35][CH:36]=[CH:37][C:32]=3[CH3:42])(=[O:40])=[O:39])=[C:3]([NH:22][S:23]([C:26]3[CH:27]=[CH:28][CH:29]=[CH:30][CH:31]=3)(=[O:25])=[O:24])[CH:4]=2)[CH2:14][CH2:13][CH2:12][NH:11][CH2:10][CH2:9]1 |f:2.3|. Procedure details: The compound was synthesized from of N-{2-amino-5-(4-t-butyloxycarbonyl-1,4-diazepan-1-yl)-phenyl}benzenesulfonamide and o-toluenesulfonylchloride (51 mg, 0.269 mmol) to give 18 mg as purple-solid. M+1 501.3 Calcd 501.15; 1HNMR δ 7.78-7.17 (m, 9H), 6.68-6.35 (m, 3H), 3.63-3.10 (m, 8H), 2.59 (s, 3H), 2.09-2.01 (m, 2H). The reactants are C(C)(=O)C=1C=C(C=CC1)C1=CC=C(C=C1)O (3'-acetylbiphenyl-4-ol), [OH-].[Na+] (sodium hydroxide), F (hydrofluoric acid), (2R)-4-(tert-butyldimethylsilyloxy)-4-(3-pyridyl)-1-(4-toluenesulfonyloxy)butane, [H-].[Na+] (sodium hydride), CN(C=O)C (N,N-dimethylformamide). The solvent is O (water), C(C)#N (acetonitrile). Run at time 18 hour. Product: C(C)(=O)C=1C=C(C=CC1)C1=CC=C(C=C1)OC[C@@H](CCC=1C=NC=CC1)O ((2R)-1-(3'-Acetylbiphenyl-4-yloxy)-4-(3-pyridyl)-2-butanol). RXN SMILES: [C:1]([C:4]1[CH:5]=[C:6]([C:10]2[CH:15]=[CH:14][C:13]([OH:16])=[CH:12][CH:11]=2)[CH:7]=[CH:8][CH:9]=1)(=[O:3])[CH3:2].[H-].[Na+].F.[OH-:20].[Na+].[CH3:22][N:23]([CH3:26])C=O>C(#N)C.O>[C:1]([C:4]1[CH:5]=[C:6]([C:10]2[CH:11]=[CH:12][C:13]([O:16][CH2:6][C@H:7]([OH:20])[CH2:8][CH2:9][C:4]3[CH:26]=[N:23][CH:22]=[CH:2][CH:1]=3)=[CH:14][CH:15]=2)[CH:7]=[CH:8][CH:9]=1)(=[O:3])[CH3:2] |f:1.2,4.5|. Procedure: Prepared according to method described in Example 26e) from 3'-acetylbiphenyl-4-ol (Example 55b), 0.59 g), (2R)-4-(tert-butyldimethylsilyloxy)-4-(3-pyridyl)-1-(4-toluenesulfonyloxy)butane (1.0 g) and sodium hydride (60% dispersion in mineral oil, 0.12 g) in dry N,N-dimethylformamide (10 ml). Crude material from this reaction was dissolved in acetonitrile (15 ml) and treated with hydrofluoric acid (40%, 5 ml). The reaction mixture was stirred at room temperature for 18 hours and then poured into ... Starting materials: CC(=O)OC1(C(C)=O)CCC2C3CCC4=CC(=O)CCC4(C)C3CCC21C, COCOC(C)=O, CC(=O)[O-], ClC(Cl)Cl, [Na+], O=P(Cl)(Cl)Cl. The product is CC(=O)OC1(C(C)=O)CCC2C3C=C(C)C4=CC(=O)CCC4(C)C3CCC21C. Reaction SMILES: [C:13]([CH3:14])(=[O:15])[O:16][C:17]1([C:18]([CH3:19])=[O:20])[CH2:21][CH2:22][CH:23]2[CH:24]3[CH2:25][CH2:26][C:27]4=[CH:28][C:29](=[O:39])[CH2:30][CH2:31][C:32]4([CH3:33])[CH:34]3[CH2:35][CH2:36][C:37]12[CH3:38].[C:6]([O:7][CH2:8][O:9][CH3:10])(=[O:11])[CH3:12].[CH3:2][C:3](=[O:4])[O-:5].[CH:40]([Cl:41])([Cl:42])[Cl:43].[Na+:1].[P:44]([Cl:45])([Cl:46])([Cl:47])=[O:48]>>[CH3:2][C:26]1=[CH:25][CH:24]2[CH:23]3[CH2:22][CH2:21][C:17]([O:16][C:13]([CH3:14])=[O:15])([C:18]([CH3:19])=[O:20])[C:37]3([CH3:38])[CH2:36][CH2:35][CH:34]2[C:32]2([CH3:33])[C:27]1=[CH:28][C:29](=[O:39])[CH2:30][CH2:31]2. Reactants: CC(C)(C)C(=O)CN1CCC(CNC(=O)OCc2ccccc2)CC1, CC(=O)O, CCO. Yields the product CC(C)(C)C(=O)CN1CCC(CN)CC1. Reaction SMILES: [CH3:1][C:2]([C:3]([CH2:4][N:5]1[CH2:6][CH2:7][CH:8]([CH2:11][NH:12][C:13](=[O:14])[O:15][CH2:16][c:17]2[cH:18][cH:19][cH:20][cH:21][cH:22]2)[CH2:9][CH2:10]1)=[O:23])([CH3:24])[CH3:25].[CH3:26][C:27](=[O:28])[OH:29].[CH3:30][CH2:31][OH:32]>>[CH3:1][C:2]([C:3]([CH2:4][N:5]1[CH2:6][CH2:7][CH:8]([CH2:11][NH2:12])[CH2:9][CH2:10]1)=[O:23])([CH3:24])[CH3:25]. The reactants are Cl.Cl.N1CCC(CC1)N1C(NC2=NC=CC=C21)=O (1-piperidin-4-yl-1,3-dihydroimidazo[4,5-b]pyridin-2-one-dihydrochloride), IC1=CC(=NC=N1)C(=O)C1=CC2=C(OCCO2)C(=C1)C ((6-iodo-pyrimidin-4-yl)-(8-methyl-2,3-dihydro-benzo[1,4]dioxin-6-yl)-methanone), CCN(C(C)C)C(C)C (DIPEA). Solvent: CN(C)C=O (DMF). Reaction conditions: time 8 hour. Yields the product CC1=CC(=CC2=C1OCCO2)C(=O)C2=CC(=NC=N2)N2CCC(CC2)N2C(NC1=NC=CC=C12)=O (1-{1-[6-(8-methyl-2,3-dihydro-benzo[1,4]dioxin-6-carbonyl)-pyrimidin-4-yl]-piperidin-4-yl}-1,3-dihydro-imidazo[4,5-b]pyridin-2-one). As a reaction SMILES: Cl.Cl.[NH:3]1[CH2:8][CH2:7][CH:6]([N:9]2[C:17]3[C:12](=[N:13][CH:14]=[CH:15][CH:16]=3)[NH:11][C:10]2=[O:18])[CH2:5][CH2:4]1.I[C:20]1[N:25]=[CH:24][N:23]=[C:22]([C:26]([C:28]2[CH:37]=[C:36]([CH3:38])[C:31]3[O:32][CH2:33][CH2:34][O:35][C:30]=3[CH:29]=2)=[O:27])[CH:21]=1.CCN(C(C)C)C(C)C>CN(C=O)C>[CH3:38][C:36]1[C:31]2[O:32][CH2:33][CH2:34][O:35][C:30]=2[CH:29]=[C:28]([C:26]([C:22]2[N:23]=[CH:24][N:25]=[C:20]([N:3]3[CH2:4][CH2:5][CH:6]([N:9]4[C:17]5[C:12](=[N:13][CH:14]=[CH:15][CH:16]=5)[NH:11][C:10]4=[O:18])[CH2:7][CH2:8]3)[CH:21]=2)=[O:27])[CH:37]=1 |f:0.1.2|. Procedure: 64 mg (0.22 mmol) 1-piperidin-4-yl-1,3-dihydroimidazo[4,5-b]pyridin-2-one-dihydrochloride, 84 mg (0.22 mmol) (6-iodo-pyrimidin-4-yl)-(8-methyl-2,3-dihydro-benzo[1,4]dioxin-6-yl)-methanone and 0.15 mL (0.88 mmol) DIPEA were combined in 2.5 mL DMF and stirred overnight at RT. Then the reaction mixture was purified by preparative HPLC-MS. The fractions containing the product were combined and the organic solvent was evaporated down. The residue was mixed with 1N aqueous sodium hydroxide solution, t... Starting materials: [BH4-], O=C([O-])O, C(=Nc1ccc(OCc2ccccc2)cc1)c1cccc(OC2CCCCO2)c1, ClCCl, CO, [Na+], [Na+]. The product is c1ccc(COc2ccc(NCc3cccc(OC4CCCCO4)c3)cc2)cc1. RXN SMILES: [BH4-:30].[C:32](=[O:33])([OH:34])[O-:35].[CH2:1]([c:2]1[cH:3][cH:4][cH:5][cH:6][cH:7]1)[O:8][c:9]1[cH:10][cH:11][c:12]([N:15]=[CH:16][c:17]2[cH:18][c:19]([O:23][CH:24]3[O:25][CH2:26][CH2:27][CH2:28][CH2:29]3)[cH:20][cH:21][cH:22]2)[cH:13][cH:14]1.[CH2:39]([Cl:40])[Cl:41].[CH3:37][OH:38].[Na+:31].[Na+:36]>>[CH2:1]([c:2]1[cH:3][cH:4][cH:5][cH:6][cH:7]1)[O:8][c:9]1[cH:10][cH:11][c:12]([NH:15][CH2:16][c:17]2[cH:18][c:19]([O:23][CH:24]3[O:25][CH2:26][CH2:27][CH2:28][CH2:29]3)[cH:20][cH:21][cH:22]2)[cH:13][cH:14]1. The reactants are ClC=1C=C(C=CC1Cl)C(CCCCC#N)=O (3', 4'-dichloro-5-cyanovalerophenone), Cl.Cl.NOCCN (2-aminooxyethylamine dihydrochloride), N1=CC=CC=C1 (pyridine). Solvent: C(C)O (ethanol). Yields the product Cl.NCCON=C(CCCCC#N)C1=CC(=C(C=C1)Cl)Cl (3', 4'-dichloro-5-cyanovalerophenone O-(2-aminoethyl) oxime hydrochloride). RXN SMILES: [Cl:1][C:2]1[CH:3]=[C:4]([C:9](=O)[CH2:10][CH2:11][CH2:12][CH2:13][C:14]#[N:15])[CH:5]=[CH:6][C:7]=1[Cl:8].Cl.Cl.[NH2:19][O:20][CH2:21][CH2:22][NH2:23].N1C=CC=CC=1>C(O)C>[ClH:1].[NH2:23][CH2:22][CH2:21][O:20][N:19]=[C:9]([C:4]1[CH:5]=[CH:6][C:7]([Cl:8])=[C:2]([Cl:1])[CH:3]=1)[CH2:10][CH2:11][CH2:12][CH2:13][C:14]#[N:15] |f:1.2.3,6.7|. Procedure details: A mixture of 7.2 mmol (1.85 g) of 3', 4'-dichloro-5-cyanovalerophenone (melting point 49°-51° C), 7.2 mmol (1.08 g) of 2-aminooxyethylamine dihydrochloride, 1.0 ml of pyridine and 7 ml of absolute ethanol was refluxed for 3 hours. The reaction mixture was then further processed in a manner identical to that described in Example 1. After crystallization from an ethanol-ether mixture the above entitled compound was obtained with a melting point of 134°-135° C.